Dataset: the Open Reaction Database (ORD), a public repository of structured organic reaction records. Task: describe an organic reaction: reactants, conditions, products, and yield The reactants are CCOC(=O)C=Cc1ccc(N(C(=O)OC(C)(C)C)C2CCN(C(c3ccccc3)c3ccccc3)C2)nc1, CO. Product: CC(C)(C)OC(=O)N(c1ccc(C=CC(=O)O)cn1)C1CCN(C(c2ccccc2)c2ccccc2)C1. Reaction SMILES: [C:1]([CH3:2])([CH3:3])([CH3:4])[O:5][C:6](=[O:7])[N:8]([c:9]1[cH:10][cH:11][c:12]([CH:15]=[CH:16][C:17](=[O:18])[O:19][CH2:20][CH3:21])[cH:13][n:14]1)[CH:22]1[CH2:23][N:24]([CH:27]([c:28]2[cH:29][cH:30][cH:31][cH:32][cH:33]2)[c:34]2[cH:35][cH:36][cH:37][cH:38][cH:39]2)[CH2:25][CH2:26]1.[CH3:40][OH:41]>>[C:1]([CH3:2])([CH3:3])([CH3:4])[O:5][C:6](=[O:7])[N:8]([c:9]1[cH:10][cH:11][c:12]([CH:15]=[CH:16][C:17](=[O:18])[OH:19])[cH:13][n:14]1)[CH:22]1[CH2:23][N:24]([CH:27]([c:28]2[cH:29][cH:30][cH:31][cH:32][cH:33]2)[c:34]2[cH:35][cH:36][cH:37][cH:38][cH:39]2)[CH2:25][CH2:26]1.